Task: describe an organic reaction: reactants, conditions, products, and yield. Dataset: the Open Reaction Database (ORD), a public repository of structured organic reaction records RXN SMILES: [I-].C([N:9]1[CH2:14][CH2:13][N:12]([C:15]2[CH:16]=[C:17]([CH2:36][CH3:37])[C:18]3[C:27]([CH:28]=2)=[S+:26][C:25]2[C:20](=[C:21]([CH3:35])[CH:22]=[C:23]([N:29]4[CH2:34][CH2:33][O:32][CH2:31][CH2:30]4)[CH:24]=2)[N:19]=3)[CH2:11][CH2:10]1)(OC(C)(C)C)=O.[F:38][C:39]([F:44])([F:43])[C:40]([OH:42])=[O:41]>ClCCl>[F:38][C:39]([F:44])([F:43])[C:40]([O-:42])=[O:41].[CH2:36]([C:17]1[C:18]2[C:27](=[S+:26][C:25]3[C:20]([N:19]=2)=[C:21]([CH3:35])[CH:22]=[C:23]([N:29]2[CH2:34][CH2:33][O:32][CH2:31][CH2:30]2)[CH:24]=3)[CH:28]=[C:15]([N:12]2[CH2:13][CH2:14][NH:9][CH2:10][CH2:11]2)[CH:16]=1)[CH3:37] |f:0.1,4.5|. Reactants: [I-].C(=O)(OC(C)(C)C)N1CCN(CC1)C=1C=C(C2=NC3=C(C=C(C=C3[S+]=C2C1)N1CCOCC1)C)CC (3-(4-Boc-piperazin-1-yl)-1-ethyl-9-methyl-7-morpholino-phenothiazin-5-ium iodide), FC(C(=O)O)(F)F (trifluoroacetic acid). Reported procedure: a solution of 3-(4-Boc-piperazin-1-yl)-1-ethyl-9-methyl-7-morpholino-phenothiazin-5-ium iodide (65 mg, 0.01 mmol) in dichloromethane (10 mL) and trifluoroacetic acid (1.0 mL) was stirred for 1 h at 50° C. The resulting mixture was washed by toluene (2×5 mL), pentane (2×5 mL) and concentrated to dryness. Product: FC(C(=O)[O-])(F)F.C(C)C1=CC(=CC2=[S+]C3=CC(=CC(=C3N=C12)C)N1CCOCC1)N1CCNCC1 (1-Ethyl-9-methyl-7-morpholino-3-(piperazin-1-yl)-phenothiazin-5-ium trifluoroacetate). The solvent is ClCCl (dichloromethane). Reactants: CO, CN1CCN(Cc2ccc([N+](=O)[O-])cn2)CC1. Yields the product CN1CCN(Cc2ccc(N)cn2)CC1. As a reaction SMILES: [CH3:18][OH:19].[CH3:1][N:2]1[CH2:3][CH2:4][N:5]([CH2:8][c:9]2[n:10][cH:11][c:12]([N+:15]([O-:16])=[O:17])[cH:13][cH:14]2)[CH2:6][CH2:7]1>>[CH3:1][N:2]1[CH2:3][CH2:4][N:5]([CH2:8][c:9]2[n:10][cH:11][c:12]([NH2:15])[cH:13][cH:14]2)[CH2:6][CH2:7]1. The product is C(C1=CC=CC=C1)OC(=O)N\C(\C(=O)OC)=C/C1=CSC=C1 (Methyl (2Z)-2-{[(benzyloxy)carbonyl]amino}-3-(3-thienyl)acrylate). RXN SMILES: [CH2:1]([O:8][C:9]([NH:11]/[C:12](=[CH:17]\[C:18]1SC=[CH:21][CH:22]=1)/[C:13]([O:15][CH3:16])=[O:14])=[O:10])[C:2]1[CH:7]=[CH:6][CH:5]=[CH:4][CH:3]=1.[S:23]1C=CC(C=O)=[CH:24]1>>[CH2:1]([O:8][C:9]([NH:11]/[C:12](=[CH:17]\[C:18]1[CH:22]=[CH:21][S:23][CH:24]=1)/[C:13]([O:15][CH3:16])=[O:14])=[O:10])[C:2]1[CH:3]=[CH:4][CH:5]=[CH:6][CH:7]=1. Reactants: C(C1=CC=CC=C1)OC(=O)N\C(\C(=O)OC)=C/C=1SC=CC1 (Methyl (2Z)-2-{[(benzyloxy)carbonyl]amino}-3-(2-thienyl)acrylate), S1C=C(C=C1)C=O (3-thiophenecarboxaldehyde), aldehyde. Reported procedure: A method similar to that used for the preparation of (99a) was used except that 3-thiophenecarboxaldehyde (762 mg) was used as the aldehyde component to afforded the desired product (549 mg). 1H NMR (300 MHz, CDCl3) δ 3.795 (s, 3H), 5.19 (s, 2H), 5.99 (br., 1H), 7.07 (m, 1H), 7.34(m, 7H), 7.49(d, 1H, J=5 Hz), 7.77(s, 1H). LC/MS: 2.32 min. Reactants: C(=O)(O)[O-].[Na+] (NaHCO3), C(=O)(O)[O-].[Na+] (NaHCO3), C(C)(=O)NC1=CC=C2C3=CC(CCC3(CC2=C1)CCCC)=O (7-(acetylamino)-9a-butyl-1,2,9,9a-tetrahydro-3H-fluoren-3-one). Solvent: Cl (HCl), CO (MeOH), CCOC(=O)C (EtOAc). Conditions: temperature 80 celsius. The product is NC1=CC=C2C3=CC(CCC3(CC2=C1)CCCC)=O (7-amino-9a-butyl-1,2,9,9a-tetrahydro-3H-fluoren-3-one). Reaction SMILES: C([NH:4][C:5]1[CH:17]=[C:16]2[C:8]([C:9]3[C:14]([CH2:18][CH2:19][CH2:20][CH3:21])([CH2:15]2)[CH2:13][CH2:12][C:11](=[O:22])[CH:10]=3)=[CH:7][CH:6]=1)(=O)C.C([O-])(O)=O.[Na+]>CO.Cl.CCOC(C)=O>[NH2:4][C:5]1[CH:17]=[C:16]2[C:8]([C:9]3[C:14]([CH2:18][CH2:19][CH2:20][CH3:21])([CH2:15]2)[CH2:13][CH2:12][C:11](=[O:22])[CH:10]=3)=[CH:7][CH:6]=1 |f:1.2|. Procedure details: The crude product from step 3 (7.0 g) was dissolved in MeOH (100 mL) and the solution was diluted with 6N HCl (100 mL). The resulting brown solution was stirred and heated in an oil bath at 80° C. for one hour. After cooling, the mixture was diluted with EtOAc (300 mL), stirred, and neutralized by the careful addition of aqueous 5% NaHCO3 and solid NaHCO3. The layers were separated and the aqueous portion was extracted with EtOAc (100 mL). The combined organics were washed with water and brine, ...